This data is from the Open Reaction Database (ORD), a public repository of structured organic reaction records. The task is: describe an organic reaction: reactants, conditions, products, and yield The reactants are BrC=1C=C(C=CC1)NC1=NC=NC2=CC=C(C=C12)NC=1C(C(C1OCC)=O)=O (3-[4-(3-Bromo-phenylamino)-quinazolin-6-ylamino]4-ethoxy-cyclobut-3-ene-1,2-dione), CNC (dimethylamine). Solvent: C(C)O (ethanol). Product: BrC=1C=C(C=CC1)NC1=NC=NC2=CC=C(C=C12)NC=1C(C(C1N(C)C)=O)=O (3-[4-(3-Bromo-phenylamino)-quinazolin-6-ylamino]-4-dimethylamino-cyclobut-3-ene-1,2-dione). RXN SMILES: [Br:1][C:2]1[CH:3]=[C:4]([NH:8][C:9]2[C:18]3[C:13](=[CH:14][CH:15]=[C:16]([NH:19][C:20]4[C:21](=O)[C:22](=[O:27])[C:23]=4[O:24]CC)[CH:17]=3)[N:12]=[CH:11][N:10]=2)[CH:5]=[CH:6][CH:7]=1.[CH3:29][NH:30][CH3:31]>C(O)C>[Br:1][C:2]1[CH:3]=[C:4]([NH:8][C:9]2[C:18]3[C:13](=[CH:14][CH:15]=[C:16]([NH:19][C:20]4[C:23](=[O:24])[C:22](=[O:27])[C:21]=4[N:30]([CH3:31])[CH3:29])[CH:17]=3)[N:12]=[CH:11][N:10]=2)[CH:5]=[CH:6][CH:7]=1. Reported procedure: A mixture of 0.8 g of 3-[4-(3-Bromo-phenylamino)-quinazolin-6-ylamino]4-ethoxy-cyclobut-3-ene-1,2-dione, 8 mL of 40% dimethylamine, and 8 mL of ethanol was refluxed for 2 hr. The mixture was cooled to room temperature and the solid was collected and washed with ethanol and ether giving 0.7 g of 3-[4-(3-Bromo-phenylamino)-quinazolin-6-ylamino]-4-dimethylamino-cyclobut-3-ene-1,2-dione as a yellow powder: mass spectrum (m/e): M+H 438.1, 440.1. The reactants are [Cl-].[Al+3].[Cl-].[Cl-] (aluminum chloride), COC(C1=CC=C(C=C1)C(=O)Cl)=O (4-chlorocarbonyl benzoic acid monomethyl ester), C1(=CC=CC=C1)OC (anisole), resultant mixture. The solvent is ClCCl (dichloromethane). The product is COC1=CC=C(C(=O)C2=CC=C(C(=O)OC)C=C2)C=C1 (methyl 4-(4-methoxybenzoyl)benzoate). RXN SMILES: [Cl-].[Al+3].[Cl-].[Cl-].[CH3:5][O:6][C:7](=[O:17])[C:8]1[CH:13]=[CH:12][C:11]([C:14](Cl)=[O:15])=[CH:10][CH:9]=1.[C:18]1([O:24][CH3:25])[CH:23]=[CH:22][CH:21]=[CH:20][CH:19]=1>ClCCl>[CH3:25][O:24][C:18]1[CH:23]=[CH:22][C:21]([C:14]([C:11]2[CH:12]=[CH:13][C:8]([C:7]([O:6][CH3:5])=[O:17])=[CH:9][CH:10]=2)=[O:15])=[CH:20][CH:19]=1 |f:0.1.2.3|. Procedure: 2.1 g (16 mmol) of aluminum chloride and 2.4 g (12 mmol) of 4-chlorocarbonyl benzoic acid monomethyl ester were stirred in 15 ml of dichloromethane under stirring under cooling with ice. 1.0 g (9.3 mmol) of anisole was added to the resultant mixture. Two hours after, the temperature was elevated to room temperature, and the mixture was stirred overnight. After the treatment with dichloromethane as the extractant in an ordinary manner, the solvent was distilled off. The residue was purified by th... Reactants: C(C)(C)(C)OC(NC(C)(C)C(NC=1SC(=C(N1)C1=CC=C(C=C1)F)N1CCOCC1)=O)=O ({1-[4-(4-Fluoro-phenyl)-5-morpholin-4-yl-thiazol-2-ylcarbamoyl]-1-methyl-ethyl}-carbamic acid tert-butyl ester), Cl (HCl), CCOC(=O)C (EtOAc). Yields the product C1(CCCC1)CC(=O)NC(C(=O)NC=1SC(=C(N1)C1=CC=C(C=C1)F)N1CCOCC1)(C)C (2-(2-Cyclopentyl-acetylamino)-N-[4-(4-fluoro-phenyl)-5-morpholin-4-yl-thiazol-2-yl]-2-methyl-propionamide), hydrochloride salt. Reaction SMILES: C([O:5][C:6](=O)[NH:7][C:8]([C:11](=[O:31])[NH:12][C:13]1[S:14][C:15]([N:25]2[CH2:30][CH2:29][O:28][CH2:27][CH2:26]2)=[C:16]([C:18]2[CH:23]=[CH:22][C:21]([F:24])=[CH:20][CH:19]=2)[N:17]=1)([CH3:10])[CH3:9])(C)(C)C.Cl.CCO[C:37]([CH3:39])=O>>[CH:37]1([CH2:39][C:6]([NH:7][C:8]([CH3:10])([CH3:9])[C:11]([NH:12][C:13]2[S:14][C:15]([N:25]3[CH2:30][CH2:29][O:28][CH2:27][CH2:26]3)=[C:16]([C:18]3[CH:19]=[CH:20][C:21]([F:24])=[CH:22][CH:23]=3)[N:17]=2)=[O:31])=[O:5])[CH2:19][CH2:18][CH2:16][CH2:15]1. Reported procedure: {1-[4-(4-Fluoro-phenyl)-5-morpholin-4-yl-thiazol-2-ylcarbamoyl]-1-methyl-ethyl}-carbamic acid tert-butyl ester was stirred overnight in freshly prepared HCl (g)/EtOAc solution. Evaporation to dryness afforded the desired product as the hydrochloride salt. 1H NMR (400 MHz, DMSO-D6) 1.63 (s, 6H) 2.81-2.89 (m, 4H) 3.70-3.78 (m, 4H) 7.23-7.29 (m, 2H) 8.10-8.16 (m, 2H) 8.62 (s, 3H) 12.46 (s, 1H).